This data is from the Open Reaction Database (ORD), a public repository of structured organic reaction records. The task is: describe an organic reaction: reactants, conditions, products, and yield Starting materials: FC=1C=C(C=C(C1)F)NC(=O)C1=NC=CC=C1 (N-(3,5-difluorophenyl)-2-pyridinecarboxamide), IC (iodomethane), [H-].[Na+] (sodium hydride), N1=C(C=CC=C1)C(=O)N (2-pyridinecarboxamide). The solvent is O (water), CN(C=O)C (dimethylformamide), CN(C=O)C (dimethylformamide). Conditions: temperature 65 celsius. Product: FC=1C=C(C=C(C1)F)N(C(=O)C1=NC=CC=C1)C (N-(3,5-difluorophenyl)-N-methyl-2-pyridinecarboxamide). Isolated yield 56.0%. As a reaction SMILES: [H-].[Na+].[F:3][C:4]1[CH:5]=[C:6]([NH:11][C:12]([C:14]2[CH:19]=[CH:18][CH:17]=[CH:16][N:15]=2)=[O:13])[CH:7]=[C:8]([F:10])[CH:9]=1.N1C=CC=C[C:21]=1C(N)=O.IC>CN(C)C=O.O>[F:10][C:8]1[CH:7]=[C:6]([N:11]([CH3:21])[C:12]([C:14]2[CH:19]=[CH:18][CH:17]=[CH:16][N:15]=2)=[O:13])[CH:5]=[C:4]([F:3])[CH:9]=1 |f:0.1|. Procedure: To a suspension of 80% sodium hydride (1.22 g, 41 mmol) in anhydrous dimethylformamide (90 mL), was added dropwise a solution of N-(3,5-difluorophenyl)-2-pyridinecarboxamide, prepared by a process of Example 1, difluorophenyl)-2-pyridinecarboxamide, prepared by the process of Example 1, Step 1 (8.71 g, 37 mmol) in dimethylformamide (30 mL). The reaction mixture was warmed to 65° C. for 1 hour and then treated with iodomethane (2.60 mL, 42 mmol) at room temperature. After 2.5 hours the reaction m... Procedure: Prepared according to Procedure A using 3-fluoroaniline (18 mL, 187 mmol), pyridine (31 mL, 374 mmol) and diethyl methylmalonate (48 mL, 281 mmol). The crude was purified by column chromatography on silica (using a gradient of hexanes:EtOAc, 1:0 to 3:1 as eluant) to give ethyl 3-(3-fluorophenylamino)-2-methyl-3-oxopropanoate as a light brown solid. Mass Spectrum (ESI) m/e=240.1 (M+1). The product is FC=1C=C(C=CC1)NC(C(C(=O)OCC)C)=O (ethyl 3-(3-fluorophenylamino)-2-methyl-3-oxopropanoate). As a reaction SMILES: [F:1][C:2]1[CH:3]=[C:4]([CH:6]=[CH:7][CH:8]=1)[NH2:5].N1C=CC=CC=1.[CH3:15][CH:16]([C:22](OCC)=[O:23])[C:17]([O:19][CH2:20][CH3:21])=[O:18]>>[F:1][C:2]1[CH:3]=[C:4]([NH:5][C:22](=[O:23])[CH:16]([CH3:15])[C:17]([O:19][CH2:20][CH3:21])=[O:18])[CH:6]=[CH:7][CH:8]=1. Reactants: FC=1C=C(N)C=CC1 (3-fluoroaniline), N1=CC=CC=C1 (pyridine), CC(C(=O)OCC)C(=O)OCC (diethyl methylmalonate). Starting materials: FC1=CC=C(C=N1)C1(CCC(CC1)N1CC(C1)NC(=O)CNC(C1=CC(=CC=C1)C(F)(F)F)=O)O (N-({1-[4-(6-fluoro-pyridin-3-yl)-4-hydroxy-cyclohexyl]-azetidin-3-ylcarbamoyl}-methyl)-3-trifluoromethyl-benzamide), [C-]#N.[K+] (KCN), C1COCCOCCOCCOCCOCCO1 (18-crown-6). Solvent: N (NH3), C(C)(=O)OCC (ethyl acetate), CN(C)C=O (DMF), CO (MeOH), C(C)(=O)OCC (ethyl acetate), C(C)(=O)OCC (ethyl acetate), CO (MeOH), N (NH3). Yields the product C(#N)C1=CC=C(C=N1)C1(CCC(CC1)N1CC(C1)NC(=O)CNC(C1=CC(=CC=C1)C(F)(F)F)=O)O (N-({1-[4-(6-Cyano-pyridin-3-yl)-4-hydroxy-cyclohexyl]-azetidin-3-ylcarbamoyl}-methyl)-3-trifluoromethyl-benzamide). As a reaction SMILES: F[C:2]1[N:7]=[CH:6][C:5]([C:8]2([OH:35])[CH2:13][CH2:12][CH:11]([N:14]3[CH2:17][CH:16]([NH:18][C:19]([CH2:21][NH:22][C:23](=[O:34])[C:24]4[CH:29]=[CH:28][CH:27]=[C:26]([C:30]([F:33])([F:32])[F:31])[CH:25]=4)=[O:20])[CH2:15]3)[CH2:10][CH2:9]2)=[CH:4][CH:3]=1.[C-:36]#[N:37].[K+].C1OCCOCCOCCOCCOCCOC1>CN(C=O)C.C(OCC)(=O)C.N.CO>[C:36]([C:2]1[N:7]=[CH:6][C:5]([C:8]2([OH:35])[CH2:13][CH2:12][CH:11]([N:14]3[CH2:17][CH:16]([NH:18][C:19]([CH2:21][NH:22][C:23](=[O:34])[C:24]4[CH:29]=[CH:28][CH:27]=[C:26]([C:30]([F:31])([F:33])[F:32])[CH:25]=4)=[O:20])[CH2:15]3)[CH2:10][CH2:9]2)=[CH:4][CH:3]=1)#[N:37] |f:1.2|. Reported procedure: N-({1-[4-(6-fluoro-pyridin-3-yl)-4-hydroxy-cyclohexyl]-azetidin-3-ylcarbamoyl}-methyl)-3-trifluoromethyl-benzamide 6a (70 mg, 0.14 mmol), KCN (Aldrich, 46 mg, 0.70 mmol) and 18-crown-6 (Aldrich, 190 mg, 0.70 mmol) in DMF (1 mL) were heated to 150° C. in a sealed tube overnight. The reaction solution was loaded on a silica gel column with a CombiFlash® system using ethyl acetate and 7N NH3 in MeOH as eluent (from pure ethyl acetate to 5% 7N NH3 in MeOH in ethyl acetate) to afford the title compou... Starting materials: [Br-], CC(C)(C)OC(=O)N1CCC(O)C1, CCCC[N+](CCCC)(CCCC)CCCC, Cc1ccccc1, ClCc1ccccc1, [I-], [K+], [Na+], [OH-]. The product is CC(C)(C)OC(=O)N1CCC(OCc2ccccc2)C1. Reaction SMILES: [Br-:24].[C:1]([CH3:2])([CH3:3])([CH3:4])[O:5][C:6](=[O:7])[N:8]1[CH2:9][CH:10]([OH:13])[CH2:11][CH2:12]1.[CH2:25]([N+:26]([CH2:27][CH2:28][CH2:29][CH3:30])([CH2:31][CH2:32][CH2:33][CH3:34])[CH2:35][CH2:36][CH2:37][CH3:38])[CH2:39][CH2:40][CH3:41].[CH3:44][c:45]1[cH:46][cH:47][cH:48][cH:49][cH:50]1.[Cl:16][CH2:17][c:18]1[cH:19][cH:20][cH:21][cH:22][cH:23]1.[I-:43].[K+:42].[Na+:15].[OH-:14]>>[C:1]([CH3:2])([CH3:3])([CH3:4])[O:5][C:6](=[O:7])[N:8]1[CH2:9][CH:10]([O:13][CH2:17][c:18]2[cH:19][cH:20][cH:21][cH:22][cH:23]2)[CH2:11][CH2:12]1. Starting materials: N(=NC(=O)OC(C)C)C(=O)OC(C)C (Diisopropyl azodicarboxylate), C(CC)C=1N(C2=C(C=NC=3C=CC=NC23)N1)CCCO (3-(2-propyl-1H-imidazo[4,5-c][1,5]naphthyridin-1-yl)propan-1-ol), C1(=CC=CC=C1)P(C1=CC=CC=C1)C1=CC=CC=C1 (triphenylphosphine), ON1C(C=2C(C1=O)=CC=CC2)=O (N-hydroxyphthalimide). The solvent is O1CCCC1 (tetrahydrofuran), ClCCl (dichloromethane), C(C)(=O)OCC (ethyl acetate). Conditions: time 8 hour. Yields the product C(CC)C=1N(C2=C(C=NC=3C=CC=NC23)N1)CCCON1C(C2=CC=CC=C2C1=O)=O (2-[3-(2-propyl-1H-imidazo[4,5-c][1,5]naphthyridin-1-yl)propoxy]-1H-isoindole-1,3(2H)-dione). The yield is 103.8%. Reaction SMILES: N(C(OC(C)C)=O)=NC(OC(C)C)=O.[CH2:15]([C:18]1[N:19]([CH2:31][CH2:32][CH2:33][OH:34])[C:20]2[C:29]3[N:28]=[CH:27][CH:26]=[CH:25][C:24]=3[N:23]=[CH:22][C:21]=2[N:30]=1)[CH2:16][CH3:17].C1(P(C2C=CC=CC=2)C2C=CC=CC=2)C=CC=CC=1.O[N:55]1[C:59](=[O:60])[C:58]2=[CH:61][CH:62]=[CH:63][CH:64]=[C:57]2[C:56]1=[O:65]>O1CCCC1.C(OCC)(=O)C.ClCCl>[CH2:15]([C:18]1[N:19]([CH2:31][CH2:32][CH2:33][O:34][N:55]2[C:59](=[O:60])[C:58]3[C:57](=[CH:64][CH:63]=[CH:62][CH:61]=3)[C:56]2=[O:65])[C:20]2[C:29]3[N:28]=[CH:27][CH:26]=[CH:25][C:24]=3[N:23]=[CH:22][C:21]=2[N:30]=1)[CH2:16][CH3:17]. Reported procedure: Diisopropyl azodicarboxylate (8.10 mL, 48.4 inmol) was added dropwise over ten minutes to a stirred solution of 3-(2-propyl-1H-imidazo[4,5-c][1,5]naphthyridin-1-yl)propan-1-ol (10.9 g, 40.3 mmol), triphenylphosphine (12.7 g, 48.4 mmol), and N-hydroxyphthalimide (7.89 g, 48.4 mmol) in tetrahydrofuran (160 mL) at 0° C. The reaction was allowed to warm to room temperature and was stirred overnight. The solvent was removed under reduced pressure to afford an oil that was dissolved in ethyl acetate (...